From a dataset of the Open Reaction Database (ORD), a public repository of structured organic reaction records. describe an organic reaction: reactants, conditions, products, and yield The reactants are Brc1ccc(Br)cc1, C1CCC2CCCCC2C1, [Cu], [K+], [OH-], c1ccc2c(c1)Nc1ccccc1-c1ccccc1-2. Yields the product Brc1ccc(N2c3ccccc3-c3ccccc3-c3ccccc32)cc1. RXN SMILES: [Br:20][c:21]1[cH:22][cH:23][c:24]([Br:25])[cH:26][cH:27]1.[CH2:31]1[CH2:32][CH:33]2[CH:34]([CH2:35][CH2:36][CH2:37][CH2:38]2)[CH2:39][CH2:40]1.[Cu:30].[K+:29].[OH-:28].[cH:1]1[cH:2][cH:3][cH:4][c:5]2[c:11]1-[c:10]1[c:9]([cH:15][cH:14][cH:13][cH:12]1)[NH:8][c:7]1[c:6]-2[cH:19][cH:18][cH:17][cH:16]1>>[cH:1]1[cH:2][cH:3][cH:4][c:5]2[c:11]1-[c:10]1[c:9]([cH:15][cH:14][cH:13][cH:12]1)[N:8]([c:24]1[cH:23][cH:22][c:21]([Br:20])[cH:27][cH:26]1)[c:7]1[c:6]-2[cH:19][cH:18][cH:17][cH:16]1. Starting materials: CC1=C(C(=O)N)C=CC(=C1)OC(F)(F)F (2-Methyl-4-trifluoromethoxy-benzamide). Solvent: P(=O)(Cl)(Cl)Cl (phosphorus oxychloride). Conditions: temperature 85 celsius. The product is CC1=C(C#N)C=CC(=C1)OC(F)(F)F (2-Methyl-4-trifluoromethoxy-benzonitrile). Isolated yield 90.0%. RXN SMILES: [CH3:1][C:2]1[CH:10]=[C:9]([O:11][C:12]([F:15])([F:14])[F:13])[CH:8]=[CH:7][C:3]=1[C:4]([NH2:6])=O>P(Cl)(Cl)(Cl)=O>[CH3:1][C:2]1[CH:10]=[C:9]([O:11][C:12]([F:13])([F:14])[F:15])[CH:8]=[CH:7][C:3]=1[C:4]#[N:6]. Reported procedure: 2-Methyl-4-trifluoromethoxy-benzamide 14 (2.0 g, 9.1 mmol) was taken up in phosphorus oxychloride (15 mL) and heated to 85° C. for 2 hrs. The excess phosphorus oxychloride was removed under reduced pressure and the resulting residue partitioned between sat. aqueous sodium bicarbonate and ether. The organic layer was dried (sodium sulfate) and concentrated. The residue was passed through silica gel using 25% ether/hexanes to remove trace impurities and yielded a colorless solid (90%). 1H NMR (400... Yields the product [Si](C)(C)(C(C)(C)C)O[C@@H](CC=O)\C(=C\C=1N=C(SC1)C)\C ((S,4E)-3-(tert-Butyldimethylsilyloxy)-4-methyl-5-(2-methyl-thiazol-4-yl)-pent-4-enal). Starting materials: CC(=O)OI1(C=2C=CC=CC2C(=O)O1)(OC(=O)C)OC(=O)C (Dess--Martin periodinane), [Si](C)(C)(C(C)(C)C)O[C@@H](CCO)\C(=C\C=1N=C(SC1)C)\C ((S,4E)-3-(tert-Butyldimethylsilyloxy)-4-methyl-5-(2-methyl-thiazol-4-yl)-pent-4-en-1-ol). Procedure details: A suspension of 478 mg (1.127 mmol, 1.3 equivalents) of Dess--Martin periodinane (1,1,1-triacetoxy-1,1-dihydro-1,2-benzodioxol-3(1H)-one) in 5.6 ml of absolute CH2Cl2 is mixed with a solution of 284 mg (0.87 mmol) of 14 in 5.0 ml of absolute CH2Cl2 and stirred for 60 minutes at room temperature. After the solvent is distilled off in a vacuum, the residue is flash-chromatographed by a silica gel column with pentane/Et2O (4:1). 222 mg (0.68 mmol, 78%) of 15 is obtained. Run at time 60 minute. Isolated yield 78.2%. The solvent is C(Cl)Cl (CH2Cl2), C(Cl)Cl (CH2Cl2). Reaction SMILES: CC(OI1(OC(C)=O)(OC(C)=O)OC(=O)C2C=CC=CC1=2)=O.[Si:23]([O:30][C@H:31](/[C:35](/[CH3:43])=[CH:36]/[C:37]1[N:38]=[C:39]([CH3:42])[S:40][CH:41]=1)[CH2:32][CH2:33][OH:34])([C:26]([CH3:29])([CH3:28])[CH3:27])([CH3:25])[CH3:24]>C(Cl)Cl>[Si:23]([O:30][C@H:31](/[C:35](/[CH3:43])=[CH:36]/[C:37]1[N:38]=[C:39]([CH3:42])[S:40][CH:41]=1)[CH2:32][CH:33]=[O:34])([C:26]([CH3:29])([CH3:28])[CH3:27])([CH3:24])[CH3:25]. Reactants: COC (methyl ether), OC1=CC=C(C=C1)C=1N=C(OC1C1=CC=CC=C1)CCC(=O)O (4-(4-hydroxyphenyl)-5-phenyl-2-oxazolepropanoic acid). Run in C(Cl)(Cl)Cl.CC(=O)CC(C)C.C(C)(=O)O (chloroform methylisobutylketone acetic acid). Yields the product C=1C=CC(=CC1)C2=C(OC(=N2)CCC(=O)O)C=3C=CC=CC3 (oxaprozin). As a reaction SMILES: COC.O[C:5]1[CH:10]=[CH:9][C:8]([C:11]2[N:12]=[C:13]([CH2:22][CH2:23][C:24]([OH:26])=[O:25])[O:14][C:15]=2[C:16]2[CH:21]=[CH:20][CH:19]=[CH:18][CH:17]=2)=[CH:7][CH:6]=1>C(Cl)(Cl)Cl.CC(CC(C)C)=O.C(O)(=O)C>[CH:5]1[CH:10]=[CH:9][C:8]([C:11]2[N:12]=[C:13]([CH2:22][CH2:23][C:24]([OH:26])=[O:25])[O:14][C:15]=2[C:16]2[CH:17]=[CH:18][CH:19]=[CH:20][CH:21]=2)=[CH:7][CH:6]=1 |f:2.3.4|. Reported procedure: Rf 0.50 silica gel 60 F254 chloroform:methylisobutylketone:acetic acid 50:50:1 A mixed melting point run with an authentic sample of the methyl ether of 4-(4-hydroxyphenyl)-5-phenyl-2-oxazolepropanoic acid (obtained from the metabolite of oxaprozin as disclosed by Janssen et al., Drug Metabolism and Disposition, 6, 495 (1978)), gave m.p. 92°-108° C., clearly demonstrating the lack of identity with the known metabolite. This, coupled with the identity of the 4'-methoxybenzoin starting material ch...